Task: describe an organic reaction: reactants, conditions, products, and yield. Dataset: the Open Reaction Database (ORD), a public repository of structured organic reaction records Reactants: CC1=C(N=C(O1)C1=CC=CC=C1)COC1=CC2=C(C=C(O2)C=O)C=C1 (6-(5-methyl-2-phenyl-4-oxazolylmethoxy)-2-benzofurancarbaldehyde), O1C(NC(C1)=O)=O (2,4-oxazolidinedione), N1CCCC1 (pyrrolidine), C(C)O (ethanol). Solvent: O (water). Product: CC1=C(N=C(O1)C1=CC=CC=C1)COC1=CC2=C(C=C(O2)CC2C(NC(O2)=O)=O)C=C1 (5-[6-(5-methyl-2-phenyl-4-oxazolylmethoxy)-2-benzofuranylmethyl]-2,4-oxazolidinedione). Isolated yield 6.6%. As a reaction SMILES: [CH3:1][C:2]1[O:6][C:5]([C:7]2[CH:12]=[CH:11][CH:10]=[CH:9][CH:8]=2)=[N:4][C:3]=1[CH2:13][O:14][C:15]1[CH:25]=[CH:24][C:18]2[CH:19]=[C:20]([CH:22]=O)[O:21][C:17]=2[CH:16]=1.[O:26]1[CH2:30][C:29](=[O:31])[NH:28][C:27]1=[O:32].N1CCCC1.C(O)C>O>[CH3:1][C:2]1[O:6][C:5]([C:7]2[CH:8]=[CH:9][CH:10]=[CH:11][CH:12]=2)=[N:4][C:3]=1[CH2:13][O:14][C:15]1[CH:25]=[CH:24][C:18]2[CH:19]=[C:20]([CH2:22][CH:30]3[O:26][C:27](=[O:32])[NH:28][C:29]3=[O:31])[O:21][C:17]=2[CH:16]=1. Procedure: A mixture of 6-(5-methyl-2-phenyl-4-oxazolylmethoxy)-2-benzofurancarbaldehyde (1.70 g), 2,4-oxazolidinedione (1.55 g), pyrrolidine (0.365 g) and ethanol (40 ml) was heated under refluxing conditions for 3 hours. The reaction mixture was poured over water; the resulting crystals were collected by filtration. The crystals were dissolved in tetrahydrofuran (100 ml); after palladium-carbon (0.40 g) was added, the mixture was subjected to catalytic reduction at room temperature under an atmospheric p...